Dataset: the Open Reaction Database (ORD), a public repository of structured organic reaction records. Task: describe an organic reaction: reactants, conditions, products, and yield The reactants are [N+](=O)([O-])C1=CC=C(C=C1)S(=O)(=O)N(C1CCN(CC1)[C@H]1[C@H](CCCC1)C1=CC=CC=C1)C1=CC=CC=C1 ((+/−)-4-Nitro-N-phenyl-N-[cis-1-(2-phenyl-cyclohexyl)-piperidin-4-yl]-benzenesulfonamide). Solvent: C(C)(C)O (isopropanol). Conditions: time 20 hour. Yields the product NC1=CC=C(C=C1)S(=O)(=O)N(C1CCN(CC1)[C@H]1[C@H](CCCC1)C1=CC=CC=C1)C1=CC=CC=C1 ((+/−)-4-Amino-N-phenyl-N-[cis-1-(2-phenyl-cyclohexyl)-piperidin-4-yl]-benzenesulfonamide). The yield is 83.0%. As a reaction SMILES: [N+:1]([C:4]1[CH:9]=[CH:8][C:7]([S:10]([N:13]([C:32]2[CH:37]=[CH:36][CH:35]=[CH:34][CH:33]=2)[CH:14]2[CH2:19][CH2:18][N:17]([C@@H:20]3[CH2:25][CH2:24][CH2:23][CH2:22][C@@H:21]3[C:26]3[CH:31]=[CH:30][CH:29]=[CH:28][CH:27]=3)[CH2:16][CH2:15]2)(=[O:12])=[O:11])=[CH:6][CH:5]=1)([O-])=O>C(O)(C)C>[NH2:1][C:4]1[CH:9]=[CH:8][C:7]([S:10]([N:13]([C:32]2[CH:33]=[CH:34][CH:35]=[CH:36][CH:37]=2)[CH:14]2[CH2:15][CH2:16][N:17]([C@@H:20]3[CH2:25][CH2:24][CH2:23][CH2:22][C@@H:21]3[C:26]3[CH:27]=[CH:28][CH:29]=[CH:30][CH:31]=3)[CH2:18][CH2:19]2)(=[O:12])=[O:11])=[CH:6][CH:5]=1. Procedure details: The title compound, MS (ISP): m/e=490.3 (M+H+), was prepared by hydrogenation of (+/−)-4-nitro-N-phenyl-N-[cis-1-(2-phenyl-cyclohexyl)-piperidin-4-yl]-benzenesulfonamide according to the following procedure. (+/−)-4-Nitro-N-phenyl-N-[cis-1-(2-phenyl-cyclohexyl)-piperidin-4-yl]-benzenesulfonamide (0.05 g, 0.096 mmol) was suspended in isopropanol (3 ml) and the mixture was purged with argon. Palladium hydroxide on charcoal was added to the suspension, which was then put under a hydrogen atmosphere... Reactants: O=C(CNCc1ccc(Br)cc1)OCc1ccccc1, CC(=O)OC(C)=O, ClCCl. The product is CC(=O)N(CC(=O)OCc1ccccc1)Cc1ccc(Br)cc1. As a reaction SMILES: [Br:1][c:2]1[cH:3][cH:4][c:5]([CH2:6][NH:7][CH2:8][C:9](=[O:10])[O:11][CH2:12][c:13]2[cH:14][cH:15][cH:16][cH:17][cH:18]2)[cH:19][cH:20]1.[CH3:21][C:22](=[O:23])[O:24][C:25](=[O:26])[CH3:27].[Cl:28][CH2:29][Cl:30]>>[Br:1][c:2]1[cH:3][cH:4][c:5]([CH2:6][N:7]([CH2:8][C:9](=[O:10])[O:11][CH2:12][c:13]2[cH:14][cH:15][cH:16][cH:17][cH:18]2)[C:22]([CH3:21])=[O:23])[cH:19][cH:20]1. The reactants are product, C(C)(C)(C)[O-].[K+] (potassium tert-butanolate), FC1=C(C=CC=C1C)[N+](=O)[O-] (2-fluoro-3-methyl-nitrobenzene), BrC1=CC=C(N)C=C1 (4-bromo-aniline). The solvent is CS(=O)C (DMSO). The product is BrC1=CC=C(C=C1)NC1=C(C=CC=C1[N+](=O)[O-])C ((4-bromo-phenyl)-(2-methyl-6-nitro-phenyl)-amine). Reaction SMILES: F[C:2]1[C:7]([CH3:8])=[CH:6][CH:5]=[CH:4][C:3]=1[N+:9]([O-:11])=[O:10].[Br:12][C:13]1[CH:19]=[CH:18][C:16]([NH2:17])=[CH:15][CH:14]=1.C([O-])(C)(C)C.[K+]>CS(C)=O>[Br:12][C:13]1[CH:19]=[CH:18][C:16]([NH:17][C:2]2[C:3]([N+:9]([O-:11])=[O:10])=[CH:4][CH:5]=[CH:6][C:7]=2[CH3:8])=[CH:15][CH:14]=1 |f:2.3|. Reported procedure: The product (2.44 g) is obtained according to the method of stage 1 of Example 4, by using 1.8 g of 2-fluoro-3-methyl-nitrobenzene and 3 g of 4-bromo-aniline in the presence of 2.09 g of potassium tert-butanolate in 20 mL of DMSO. Starting materials: C(C1=CC=CC=C1)OC=1C(=NC(=NC1O)CC1(CCCC1)C1=CC=C(C=C1)Cl)C(=O)O (5-Benzyloxy-2-[1-(4-chlorophenyl)-cyclopentylmethyl]-6-hydroxypyrimidine-4-carboxylic acid), [Si](C)(C)(C(C)(C)C)OCCNC(C)C ([2-(tert-Butyl-dimethylsilanyloxy)-ethyl]-isopropyl-amine), [Si](C)(C)(C(C)(C)C)OCCN(C(=O)C1=NC(=NC(=C1OCC1=CC=CC=C1)O)CC1=C(C=CC=C1)C1=CC=CC=C1)C (5-benzyloxy-2-biphenyl-2-ylmethyl-6-hydroxypyrimidine-4-carboxylic acid [2-(tert-butyl-dimethylsilanyloxy)-ethyl]methyl-amide). Product: [Si](C)(C)(C(C)(C)C)OCCN(C(=O)C1=NC(=NC(=C1OCC1=CC=CC=C1)O)CC1(CCCC1)C1=CC=C(C=C1)Cl)C(C)C (5-Benzyloxy-2-[1-(4-chlorophenyl)-cyclopentylmethyl]-6-hydroxypyrimidine-4-carboxylic acid [2-(tert-butyl-dimethylsilanyloxy)-ethyl]-isopropylamide). Yield: 55.9%. RXN SMILES: [CH2:1]([O:8][C:9]1[C:10]([C:29]([OH:31])=O)=[N:11][C:12]([CH2:16][C:17]2([C:22]3[CH:27]=[CH:26][C:25]([Cl:28])=[CH:24][CH:23]=3)[CH2:21][CH2:20][CH2:19][CH2:18]2)=[N:13][C:14]=1[OH:15])[C:2]1[CH:7]=[CH:6][CH:5]=[CH:4][CH:3]=1.[Si:32]([O:39][CH2:40][CH2:41][NH:42][CH:43]([CH3:45])[CH3:44])([C:35]([CH3:38])([CH3:37])[CH3:36])([CH3:34])[CH3:33].[Si](OCCN(C)C(C1C(OCC2C=CC=CC=2)=C(O)N=C(CC2C=CC=CC=2C2C=CC=CC=2)N=1)=O)(C(C)(C)C)(C)C>>[Si:32]([O:39][CH2:40][CH2:41][N:42]([CH:43]([CH3:45])[CH3:44])[C:29]([C:10]1[C:9]([O:8][CH2:1][C:2]2[CH:7]=[CH:6][CH:5]=[CH:4][CH:3]=2)=[C:14]([OH:15])[N:13]=[C:12]([CH2:16][C:17]2([C:22]3[CH:23]=[CH:24][C:25]([Cl:28])=[CH:26][CH:27]=3)[CH2:21][CH2:20][CH2:19][CH2:18]2)[N:11]=1)=[O:31])([C:35]([CH3:38])([CH3:37])[CH3:36])([CH3:34])[CH3:33]. Procedure details: 5-Benzyloxy-2-[1-(4-chlorophenyl)-cyclopentylmethyl]-6-hydroxypyrimidine-4-carboxylic acid [2-(tert-butyl-dimethylsilanyloxy)-ethyl]-isopropylamide (29-03) (3.5 g, 55.85%) was synthesized from 5-benzyloxy-2-[1-(4-chlorophenyl)-cyclopentylmethyl]-6-hydroxypyrimidine-4-carboxylic acid (28-02) (4.3 g, 9.817 mmol) and [2-(tert-butyl-dimethylsilanyloxy)-ethyl]-isopropyl-amine (8-b) (2.34 g, 10.79 mmol) as a colourless gummy solid following the procedure as described for 5-benzyloxy-2-biphenyl-2-ylmet... Starting materials: Cl.NCCC1=CC(=NO1)C1=CC(=C(C#N)C=C1)Cl (4-(5-(2-aminoethyl)isoxazol-3-yl)-2-chlorobenzonitrile hydrochloride), C(C)(=O)C1=NNC(=C1)C(=O)O (3-acetyl-1H-pyrazole-5-carboxylic acid), CCN(C(C)C)C(C)C (DIPEA), C1=CC=C2C(=C1)N=NN2O.O (HOBt hydrate), CCN=C=NCCCN(C)C (EDCI). The product is C(C)(=O)C1=NNC(=C1)C(=O)NCCC1=CC(=NO1)C1=CC(=C(C=C1)C#N)Cl (3-Acetyl-N-(2-(3-(3-chloro-4-cyanophenyl)isoxazol-5-yl)ethyl)-1H-pyrazole-5-carboxamide). The yield is 12.0%. RXN SMILES: Cl.[NH2:2][CH2:3][CH2:4][C:5]1[O:9][N:8]=[C:7]([C:10]2[CH:17]=[CH:16][C:13]([C:14]#[N:15])=[C:12]([Cl:18])[CH:11]=2)[CH:6]=1.[C:19]([C:22]1[CH:26]=[C:25]([C:27](O)=[O:28])[NH:24][N:23]=1)(=[O:21])[CH3:20].CCN(C(C)C)C(C)C.C1C=C2N=NN(O)C2=CC=1.O.CCN=C=NCCCN(C)C>>[C:19]([C:22]1[CH:26]=[C:25]([C:27]([NH:2][CH2:3][CH2:4][C:5]2[O:9][N:8]=[C:7]([C:10]3[CH:17]=[CH:16][C:13]([C:14]#[N:15])=[C:12]([Cl:18])[CH:11]=3)[CH:6]=2)=[O:28])[NH:24][N:23]=1)(=[O:21])[CH3:20] |f:0.1,4.5|. Procedure details: The title compound was prepared from 4-(5-(2-aminoethyl)isoxazol-3-yl)-2-chlorobenzonitrile hydrochloride (0.080 g, 0.282 mmol), 3-acetyl-1H-pyrazole-5-carboxylic acid (0.043 g, 0.282 mmol), DIPEA (0.196 ml, 1.126 mmol 1), HOBt hydrate (0.065 g, 0.422 mmol) and EDCI (0.081 g, 0.422 mmol) using the method of Example 274 affording 0.013 g of the title compound after preparative HPLC purification. 1H-NMR (400 MHz; d6-DMSO): δ 2.53 (s, 3H), 3.20 (t, 2H), 3.83 (m, 2H), 6.54 (s, 1H), 7.33 (bs, 1H), 7....